This data is from the Open Reaction Database (ORD), a public repository of structured organic reaction records. The task is: describe an organic reaction: reactants, conditions, products, and yield Reactants: E1, ClC1=NC(N2C(N(CCC2)C)=C1)=O (8-chloro-1-methyl-3,4-dihydro-1H-pyrimido[1,6-a]pyrimidin-6(2H)-one), ClC=1C=C(OC2=CC=C(C=C2)CO)C=CC1Cl ((4-(3,4-dichlorophenoxy)phenyl)methanol). As a reaction SMILES: Cl[C:2]1[CH:12]=[C:6]2[N:7]([CH3:11])[CH2:8][CH2:9][CH2:10][N:5]2[C:4](=[O:13])[N:3]=1.[Cl:14][C:15]1[CH:16]=[C:17]([CH:27]=[CH:28][C:29]=1[Cl:30])[O:18][C:19]1[CH:24]=[CH:23][C:22]([CH2:25][OH:26])=[CH:21][CH:20]=1>>[Cl:14][C:15]1[CH:16]=[C:17]([CH:27]=[CH:28][C:29]=1[Cl:30])[O:18][C:19]1[CH:24]=[CH:23][C:22]([CH2:25][O:26][C:2]2[CH:12]=[C:6]3[N:7]([CH3:11])[CH2:8][CH2:9][CH2:10][N:5]3[C:4](=[O:13])[N:3]=2)=[CH:21][CH:20]=1. Procedure details: The title compound was prepared by a procedure similar to that described for E1 starting from 8-chloro-1-methyl-3,4-dihydro-1H-pyrimido[1,6-a]pyrimidin-6(2H)-one and (4-(3,4-dichlorophenoxy)phenyl)methanol. The product is ClC=1C=C(OC2=CC=C(COC3=NC(N4C(N(CCC4)C)=C3)=O)C=C2)C=CC1Cl (8-((4-(3,4-dichlorophenoxy)benzyl)oxy)-1-methyl-3,4-dihydro-1H-pyrimido[1,6-a]pyrimidin-6(2H)-one). Reactants: ClC1=C(N=NC2=CC=CC=C12)CCCl (4-Chloro-3-(2-chloroethyl)cinnoline), OC1=CC(=C(C=C1)N)C (4-hydroxy-2-methylphenylamine). The solvent is O1CCOCC1 (1,4 dioxan). Yields the product Cl.OC1=CC(=C(C=C1)N1CCC=2N=NC=3C=CC=CC3C21)C (1-(4-Hydroxy-2-methylphenyl)-2,3-dihydropyrrolo[3,2-c]-cinnoline hydrochloride). Reaction SMILES: [Cl:1][C:2]1[C:11]2[C:6](=[CH:7][CH:8]=[CH:9][CH:10]=2)[N:5]=[N:4][C:3]=1[CH2:12][CH2:13]Cl.[OH:15][C:16]1[CH:21]=[CH:20][C:19]([NH2:22])=[C:18]([CH3:23])[CH:17]=1>O1CCOCC1>[ClH:1].[OH:15][C:16]1[CH:21]=[CH:20][C:19]([N:22]2[C:2]3[C:11]4[CH:10]=[CH:9][CH:8]=[CH:7][C:6]=4[N:5]=[N:4][C:3]=3[CH2:12][CH2:13]2)=[C:18]([CH3:23])[CH:17]=1 |f:3.4|. Procedure: 4-Chloro-3-(2-chloroethyl)cinnoline (1 g, 0.0044 mol) and 4-hydroxy-2-methylphenylamine (0.54 g, 0.0044 mol) in 1,4 dioxan (20 ml) were heated under reflux for 20 hours. The solid obtained was collected by filtration and dried. Recrystallization from ethanol gave the title compound, 0.4 g, m.p. >300° Starting materials: [Na+].[Na+].P([O-])(=O)(OP(=O)([O-])OP(=O)(O)O)OC[C@@H]1[C@H]([C@H]([C@@H](O1)N1C=NC=2C(N)=NC=NC12)O)O (adenosine 5'-triphosphate disodium salt), ethylenedinitrotetraacetate disodium salt, [Na+].[Na+].P([O-])(=O)(OP(=O)([O-])OP(=O)(O)O)OC[C@@H]1[C@H]([C@H]([C@@H](O1)N1C=NC=2C(N)=NC=NC12)O)O (ATP). Run in [OH-].[Na+] (NaOH), O (water), O (water). Product: P(O)(=O)(OP(=O)(O)OP(=O)(O)O)OC[C@@H]1[C@H]([C@H]([C@@H](O1)N1C=NC=2C(N)=NC=NC12)O)O (ATP). Reaction SMILES: [Na+].[Na+].[P:3]([O:15][CH2:16][C@H:17]1[O:21][C@@H:20]([N:22]2[C:31]3[N:30]=[CH:29][N:28]=[C:26]([NH2:27])[C:25]=3[N:24]=[CH:23]2)[C@H:19]([OH:32])[C@@H:18]1[OH:33])([O:6][P:7]([O:10][P:11]([OH:14])([OH:13])=[O:12])([O-:9])=[O:8])(=[O:5])[O-:4]>O.[OH-].[Na+]>[P:3]([O:15][CH2:16][C@H:17]1[O:21][C@@H:20]([N:22]2[C:31]3[N:30]=[CH:29][N:28]=[C:26]([NH2:27])[C:25]=3[N:24]=[CH:23]2)[C@H:19]([OH:32])[C@@H:18]1[OH:33])([O:6][P:7]([O:10][P:11]([OH:13])([OH:14])=[O:12])([OH:9])=[O:8])(=[O:4])[OH:5] |f:0.1.2,4.5|. Procedure details: Two hundred milligrams of adenosine 5'-triphosphate disodium salt (ATP), and 7.4 milligrams of ethylenedinitrotetraacetate disodium salt (EDTA) were dissolved in water and the pH adjusted to 8.0 with IN NaOH. The solution was then adjusted to a final volume of 20.0 milliliters with water with a final concentration of ATP at 1.0% (w/v). Reactants: CCO, [Ca+2], [Cl-], [Cl-], [Fe], O=[N+]([O-])c1ccc(SCCn2ccnc2)cc1. The product is Nc1ccc(SCCn2ccnc2)cc1. Reaction SMILES: [CH3:22][CH2:23][OH:24].[Ca+2:20].[Cl-:18].[Cl-:19].[Fe:21].[N+:1]([O-:2])(=[O:3])[c:4]1[cH:5][cH:6][c:7]([S:10][CH2:11][CH2:12][n:13]2[cH:14][n:15][cH:16][cH:17]2)[cH:8][cH:9]1>>[NH2:1][c:4]1[cH:5][cH:6][c:7]([S:10][CH2:11][CH2:12][n:13]2[cH:14][n:15][cH:16][cH:17]2)[cH:8][cH:9]1.